From a dataset of the Open Reaction Database (ORD), a public repository of structured organic reaction records. describe an organic reaction: reactants, conditions, products, and yield Reactants: C(C)(C)(C)OC(=O)N1CSCC1C(=O)O (3-tert-butoxycarbonylthiazolidine4-carboxylic acid), B.C1CCOC1 (BH3.THF). Run in C1CCOC1 (THF). Conditions: time 1 hour. Yields the product C(C)(C)(C)OC(=O)N1CSC(C1)CO (3-tert-butoxycarbonyl-5-hydroxymethylthiazolidine). Isolated yield 91.2%. Reaction SMILES: [C:1]([O:5][C:6]([N:8]1[CH:12](C(O)=O)[CH2:11][S:10][CH2:9]1)=[O:7])([CH3:4])([CH3:3])[CH3:2].B.C1C[O:20][CH2:19]C1>C1COCC1>[C:1]([O:5][C:6]([N:8]1[CH2:12][CH:11]([CH2:19][OH:20])[S:10][CH2:9]1)=[O:7])([CH3:2])([CH3:3])[CH3:4] |f:1.2|. Procedure details: To a stirred solution of 3-tert-butoxycarbonylthiazolidine4-carboxylic acid (2.3 g, 10.0 mmol) in THF (30 ml) was added BH3.THF(1.0 M solution in THF, 20.0 ml, 20.0 mmol) at 0° C. After stirred at room temperature for 1.0 h, the reaction mixture was heated under reflux for 1.0 hr. After cooled, the mixture was concentrated in vacuo. Water was added thereto at 0° C., and extracted with EtOAc. The extract was washed with water, then dried over Na2SO4, and concentrated in vacuo to give 3-tert-butox... Reactants: C(C1=CC=CC=C1)O (benzyl alcohol), ClC1=NC(=CC=C1)Cl (2,6-dichloropyridine). Solvent: CN(C=O)C (dimethylformamide), [H-].[Na+] (sodium hydride), [H-].[Na+] (sodium hydride). Yields the product C(C1=CC=CC=C1)OC1=NC(=CC=C1)Cl (2-Benzyloxy-6-chloropyridine). Yield: 60.4%. As a reaction SMILES: [CH2:1]([OH:8])[C:2]1[CH:7]=[CH:6][CH:5]=[CH:4][CH:3]=1.[Cl:9][C:10]1[CH:15]=[CH:14][CH:13]=[C:12](Cl)[N:11]=1>[H-].[Na+].CN(C)C=O>[CH2:1]([O:8][C:12]1[CH:13]=[CH:14][CH:15]=[C:10]([Cl:9])[N:11]=1)[C:2]1[CH:7]=[CH:6][CH:5]=[CH:4][CH:3]=1 |f:2.3|. Reported procedure: Following the procedure of Example 4a) above, benzyl alcohol (5 g; 46 mmols) reacted with sodium hydride (1.19 g), was refluxed for 1 hour with 2,6-dichloropyridine (6.9 g; 46 mmols) using sodium hydride and dry dimethylformamide as solvent. 2-Benzyloxy-6-chloropyridine (6.1 g; 60%) was obtained as a colorless oil following solvent extraction with chloroform/water (500 ml; 50/50), purification and chromatographic separation of the product from the organic layer, identified by elemental analysis ...